This data is from the Open Reaction Database (ORD), a public repository of structured organic reaction records. The task is: describe an organic reaction: reactants, conditions, products, and yield The reactants are C(C)(C)(C)OC(NC1=C(C(=CC=C1F)NS(=O)(=O)C=1N=CN(C1)C)F)=O (tert-butyl-2,6-difluoro-3-(1-methyl-1H-imidazole-4-sulfonamido)phenylcarbamate), target compound, Cl (hydrogen chloride). The solvent is C(C)OC(C)=O (ethylacetate). Conditions: time 5 hour. Yields the product NC=1C(=C(C=CC1F)NS(=O)(=O)C=1N=CN(C1)C)F (N-(3-amino-2,4-difluorophenyl)-1-methyl-1H-imidazole-4-sulfonamide). The yield is 99.0%. RXN SMILES: C(OC(=O)[NH:7][C:8]1[C:13]([F:14])=[CH:12][CH:11]=[C:10]([NH:15][S:16]([C:19]2[N:20]=[CH:21][N:22]([CH3:24])[CH:23]=2)(=[O:18])=[O:17])[C:9]=1[F:25])(C)(C)C.Cl>C(OC(=O)C)C>[NH2:7][C:8]1[C:9]([F:25])=[C:10]([NH:15][S:16]([C:19]2[N:20]=[CH:21][N:22]([CH3:24])[CH:23]=2)(=[O:18])=[O:17])[CH:11]=[CH:12][C:13]=1[F:14]. Reported procedure: The tert-butyl-2,6-difluoro-3-(1-methyl-1H-imidazole-4-sulfonamido)phenylcarbamate (67 mg, 0.17 mmol) prepared at Step 4 was added into ethylacetate solvent and, hydrogen chloride (4M solution in 1,4-dioxane) was applied and stirred at room temperature for 5 hours. After the reaction, the solvent was concentrated and vacuum filtrated, and the remaining solid was washed with diethyl ether and hexane and dried, so that 55 mg of the target compound, N-(3-amino-2,4-difluorophenyl)-1-methyl-1H-imidaz... The reactants are BrC=1C=C(C=CC1)C(CC(=O)C1=CC(=NC=C1)C)C1=C(C=CC=C1)C (3-(3-Bromo-phenyl)-1-(2-methyl-pyridin-4-yl)-3-o-tolyl-propan-1-one), COC(=O)C1=CC=C(C=C1)B(O)O (4-methoxycarbonyl-phenylboronic acid). The product is COC(=O)C1=CC=C(C=C1)C1=CC(=CC=C1)C(CC(=O)C1=CC(=NC=C1)C)C1=C(C=CC=C1)C (3′-[3-(2-Methyl-pyridin-4-yl)-3-oxo-1-o-tolyl-propyl]-biphenyl-4-carboxylic acid methyl ester). As a reaction SMILES: Br[C:2]1[CH:3]=[C:4]([CH:8]([C:19]2[CH:24]=[CH:23][CH:22]=[CH:21][C:20]=2[CH3:25])[CH2:9][C:10]([C:12]2[CH:17]=[CH:16][N:15]=[C:14]([CH3:18])[CH:13]=2)=[O:11])[CH:5]=[CH:6][CH:7]=1.[CH3:26][O:27][C:28]([C:30]1[CH:35]=[CH:34][C:33](B(O)O)=[CH:32][CH:31]=1)=[O:29]>>[CH3:26][O:27][C:28]([C:30]1[CH:35]=[CH:34][C:33]([C:6]2[CH:7]=[CH:2][CH:3]=[C:4]([CH:8]([C:19]3[CH:24]=[CH:23][CH:22]=[CH:21][C:20]=3[CH3:25])[CH2:9][C:10]([C:12]3[CH:17]=[CH:16][N:15]=[C:14]([CH3:18])[CH:13]=3)=[O:11])[CH:5]=2)=[CH:32][CH:31]=1)=[O:29]. Procedure: In analogy to example 19, from 3-(3-bromo-phenyl)-1-(2-methyl-pyridin-4-yl)-3-o-tolyl-propan-1-one (example 98, step 5) and 4-methoxycarbonyl-phenylboronic acid was prepared the title compound as a yellow foam, MS (ESI+): m/z=450.3 ([M+H]+). The reactants are CC(C)(S(=O)(=O)C1=CC(=CC=C1)C(F)(F)F)C1CCN(CC1)C(=O)OC(C)(C)C (tert-butyl 4-(1-methyl-1-{[3-(trifluoromethyl)phenyl]sulfonyl}ethyl)piperidine-1-carboxylate), Cl (HCl). Solvent: C(C)(=O)OCC (ethyl acetate). Product: CC(C)(S(=O)(=O)C1=CC(=CC=C1)C(F)(F)F)C1CCNCC1 (4-(1-methyl-1-{[3-(trifluoromethyl)phenyl]sulfonyl}ethyl)piperidine). As a reaction SMILES: [CH3:1][C:2]([CH:17]1[CH2:22][CH2:21][N:20](C(OC(C)(C)C)=O)[CH2:19][CH2:18]1)([S:4]([C:7]1[CH:12]=[CH:11][CH:10]=[C:9]([C:13]([F:16])([F:15])[F:14])[CH:8]=1)(=[O:6])=[O:5])[CH3:3].Cl>C(OCC)(=O)C>[CH3:3][C:2]([CH:17]1[CH2:22][CH2:21][NH:20][CH2:19][CH2:18]1)([S:4]([C:7]1[CH:12]=[CH:11][CH:10]=[C:9]([C:13]([F:15])([F:14])[F:16])[CH:8]=1)(=[O:5])=[O:6])[CH3:1]. Reported procedure: To a 250 ml round bottom flask was added tert-butyl 4-(1-methyl-1-{[3-(trifluoromethyl)phenyl]sulfonyl}ethyl)piperidine-1-carboxylate from the previous step, 60 ml ethyl acetate and 60 ml 3N HCl. The reaction mixture was heated at reflux for 3 hours. NMR showed complete conversion. The volatiles were removed and the residue was dissolved in 50 ml water, washed with 50 ml ether. The aqueous portion was basified with addition of KOH and extracted twice with 60 ml ethyl acetate. The extracts were d... Starting materials: O1C(=CC=C1)C=1OC(=C(N1)COC1=C(C=C(COC2=NN(C=C2C=O)C2=CC=CC=C2)C=C1)OC)C (3-[(4-{[2-(2-furyl)-5-methyl-1,3-oxazol-4-yl]methoxy}-3-methoxybenzyl)oxy]-1-phenyl-1H-pyrazole-4-carbaldehyde), Cl.NO (hydroxylamine hydrochloride), N1=CC=CC=C1 (pyridine), C(C)O (ethanol). Solvent: O (Water). The product is O1C(=CC=C1)C=1OC(=C(N1)COC1=C(C=C(COC2=NN(C=C2C#N)C2=CC=CC=C2)C=C1)OC)C (3-[(4-{[2-(2-furyl)-5-methyl-1,3-oxazol-4-yl]methoxy)-3-methoxybenzyl)oxy]-1-phenyl-1H-pyrazole-4-carbonitrile). The yield is 63.6%. Reaction SMILES: [O:1]1[CH:5]=[CH:4][CH:3]=[C:2]1[C:6]1[O:7][C:8]([CH3:36])=[C:9]([CH2:11][O:12][C:13]2[CH:33]=[CH:32][C:16]([CH2:17][O:18][C:19]3[C:23]([CH:24]=O)=[CH:22][N:21]([C:26]4[CH:31]=[CH:30][CH:29]=[CH:28][CH:27]=4)[N:20]=3)=[CH:15][C:14]=2[O:34][CH3:35])[N:10]=1.Cl.NO.[N:40]1C=CC=CC=1.C(O)C>O>[O:1]1[CH:5]=[CH:4][CH:3]=[C:2]1[C:6]1[O:7][C:8]([CH3:36])=[C:9]([CH2:11][O:12][C:13]2[CH:33]=[CH:32][C:16]([CH2:17][O:18][C:19]3[C:23]([C:24]#[N:40])=[CH:22][N:21]([C:26]4[CH:27]=[CH:28][CH:29]=[CH:30][CH:31]=4)[N:20]=3)=[CH:15][C:14]=2[O:34][CH3:35])[N:10]=1 |f:1.2|. Procedure: A mixture of 3-[(4-{[2-(2-furyl)-5-methyl-1,3-oxazol-4-yl]methoxy}-3-methoxybenzyl)oxy]-1-phenyl-1H-pyrazole-4-carbaldehyde (0.57 g), hydroxylamine hydrochloride (0.13 g), pyridine (0.24 g) and ethanol (20 mL) was heated under reflux for 2 hrs. Water was poured into the reaction mixture, and the mixture was extracted with ethyl acetate. The ethyl acetate layer was washed with saturated brine, dried over anhydrous magnesium sulfate and concentrated. Acetic anhydride (20 mL) was added to residue, ... The reactants are C(C1=CC=CC=C1)OC1=CC=C(C=N1)OC1=C(C(=O)NS(=O)(=O)C2=CC(=C(C=C2)NCC2CCOCC2)[N+](=O)[O-])C=CC(=C1)N1CCN(CC1)CC1=C(CC(CC1)(C)C)C1=CC=C(C=C1)Cl (2-(6-(benzyloxy)pyridin-3-yloxy)-4-(4-((2-(4-chlorophenyl)-4,4-dimethylcyclohex-1-enyl)methyl)piperazin-1-yl)-N-(3-nitro-4-((tetrahydro-2H-pyran-4-yl)methylamino)phenylsulfonyl)benzamide), FC(C(=O)O)(F)F (trifluoroacetic acid). Run in ClCCl (dichloromethane), ClCCl (dichloromethane). Reaction conditions: temperature 40 celsius, time 16 hour. Yields the product ClC1=CC=C(C=C1)C1=C(CCC(C1)(C)C)CN1CCN(CC1)C1=CC(=C(C(=O)NS(=O)(=O)C2=CC(=C(C=C2)NCC2CCOCC2)[N+](=O)[O-])C=C1)OC=1C=NC(=CC1)O (4-(4-((2-(4-chlorophenyl)-4,4-dimethylcyclohex-1-enyl)methyl)piperazin-1-yl)-2-(6-hydroxypyridin-3-yloxy)-N-(3-nitro-4-((tetrahydro-2H-pyran-4-yl)methylamino)phenylsulfonyl)benzamide). RXN SMILES: C([O:8][C:9]1[N:14]=[CH:13][C:12]([O:15][C:16]2[CH:44]=[C:43]([N:45]3[CH2:50][CH2:49][N:48]([CH2:51][C:52]4[CH2:57][CH2:56][C:55]([CH3:59])([CH3:58])[CH2:54][C:53]=4[C:60]4[CH:65]=[CH:64][C:63]([Cl:66])=[CH:62][CH:61]=4)[CH2:47][CH2:46]3)[CH:42]=[CH:41][C:17]=2[C:18]([NH:20][S:21]([C:24]2[CH:29]=[CH:28][C:27]([NH:30][CH2:31][CH:32]3[CH2:37][CH2:36][O:35][CH2:34][CH2:33]3)=[C:26]([N+:38]([O-:40])=[O:39])[CH:25]=2)(=[O:23])=[O:22])=[O:19])=[CH:11][CH:10]=1)C1C=CC=CC=1.FC(F)(F)C(O)=O>ClCCl>[Cl:66][C:63]1[CH:62]=[CH:61][C:60]([C:53]2[CH2:54][C:55]([CH3:58])([CH3:59])[CH2:56][CH2:57][C:52]=2[CH2:51][N:48]2[CH2:47][CH2:46][N:45]([C:43]3[CH:42]=[CH:41][C:17]([C:18]([NH:20][S:21]([C:24]4[CH:29]=[CH:28][C:27]([NH:30][CH2:31][CH:32]5[CH2:37][CH2:36][O:35][CH2:34][CH2:33]5)=[C:26]([N+:38]([O-:40])=[O:39])[CH:25]=4)(=[O:23])=[O:22])=[O:19])=[C:16]([O:15][C:12]4[CH:13]=[N:14][C:9]([OH:8])=[CH:10][CH:11]=4)[CH:44]=3)[CH2:50][CH2:49]2)=[CH:65][CH:64]=1. Procedure: To 2-(6-(benzyloxy)pyridin-3-yloxy)-4-(4-((2-(4-chlorophenyl)-4,4-dimethylcyclohex-1-enyl)methyl)piperazin-1-yl)-N-(3-nitro-4-((tetrahydro-2H-pyran-4-yl)methylamino)phenylsulfonyl)benzamide (0.132 g) in dichloromethane (1 mL) was added trifluoroacetic acid (0.33 mL) and the reaction was sealed in a vial under nitrogen and heated to 40° C. After stirring for 16 hours, the reaction was cooled, diluted with dichloromethane (50 mL) and washed with sodium carbonate (2×25 mL). The organic layer was dr... Reactants: C([O-])([O-])=O.[K+].[K+] (potassium carbonate), OC1=NC2=CC=CC(=C2N=C1O)[N+](=O)[O-] (2,3-dihydroxy-5-nitroquinoxaline), Cl (hydrochloric acid). Solvent: O (water), CO (methanol). Yields the product OC1=NC2=CC=CC(=C2N=C1O)N (2,3-dihydroxy-5-aminoquinoxaline). As a reaction SMILES: [OH:1][C:2]1[C:11]([OH:12])=[N:10][C:9]2[C:4](=[CH:5][CH:6]=[CH:7][C:8]=2[N+:13]([O-])=O)[N:3]=1.C(=O)([O-])[O-].[K+].[K+].Cl>CO.O>[OH:1][C:2]1[C:11]([OH:12])=[N:10][C:9]2[C:4](=[CH:5][CH:6]=[CH:7][C:8]=2[NH2:13])[N:3]=1 |f:1.2.3|. Reported procedure: 2.00 g of 2,3-dihydroxy-5-nitroquinoxaline was dissolved in 100 g of a 1:1 methanol and dioxane solvent, after which the reaction system was well purged with argon, followed by further addition of 1.00 g of 5% Pd/C (hydrous). Thereafter, the system was purged with hydrogen, followed by reaction at room temperature for 20 hours. After completion of the reaction, the reaction product was dispersed in a solution of 6.00 g of potassium carbonate in 130 ml of water and then dissolved therein. 35% hyd...